describe an organic reaction: reactants, conditions, products, and yield From a dataset of the Open Reaction Database (ORD), a public repository of structured organic reaction records. Reactants: N[C@H](C(=O)O)CC1=CC(=C(C=C1)O)O ((2S)-2-amino-3-(3,4-dihydroxyphenyl)propanoic acid), C1(CCCCCC1)NC(=S)N (N-cycloheptylthiourea). Product: C1(CCCCCC1)NC=1SC(C(N1)=O)CC1=CC(=C(C=C1)O)O (2-(cycloheptylamino)-5-(3,4-dihydroxybenzyl)-1,3-thiazol-4(5H)-one). RXN SMILES: N[C@@H:2]([CH2:6][C:7]1[CH:12]=[CH:11][C:10]([OH:13])=[C:9]([OH:14])[CH:8]=1)[C:3]([OH:5])=O.[CH:15]1([NH:22][C:23]([NH2:25])=[S:24])[CH2:21][CH2:20][CH2:19][CH2:18][CH2:17][CH2:16]1>>[CH:15]1([NH:22][C:23]2[S:24][CH:2]([CH2:6][C:7]3[CH:12]=[CH:11][C:10]([OH:13])=[C:9]([OH:14])[CH:8]=3)[C:3](=[O:5])[N:25]=2)[CH2:21][CH2:20][CH2:19][CH2:18][CH2:17][CH2:16]1. Procedure: Synthesis was performed from (2S)-2-amino-3-(3,4-dihydroxyphenyl)propanoic acid and N-cycloheptylthiourea according to Method E and C. The reactants are CCOC=CC(=O)Cl, CCOCC, Nc1cccc(C(=O)O)c1. Reaction SMILES: [CH2:11]([CH3:12])[O:13][CH:14]=[CH:15][C:16](=[O:17])[Cl:18].[CH3:19][CH2:20][O:21][CH2:22][CH3:23].[NH2:1][c:2]1[cH:3][c:4]([C:5](=[O:6])[OH:7])[cH:8][cH:9][cH:10]1>>[NH:1]([c:2]1[cH:3][c:4]([C:5](=[O:6])[OH:7])[cH:8][cH:9][cH:10]1)[C:16]([CH:15]=[CH:14][O:13][CH2:11][CH3:12])=[O:17]. Yields the product CCOC=CC(=O)Nc1cccc(C(=O)O)c1. As a reaction SMILES: [NH2:1][C:2]1[C:7]([C:8]2[N:31]([C:32]3[CH:37]=[CH:36][C:35]([C:38]4([NH:42]C(=O)OC(C)(C)C)[CH2:41][CH2:40][CH2:39]4)=[CH:34][CH:33]=3)[C:11]3=[N:12][C:13]([C:16]4[CH:21]=[CH:20][CH:19]=[C:18]([NH:22][C:23]([CH:25]5[CH2:30][O:29][CH2:28][CH2:27][O:26]5)=[O:24])[CH:17]=4)=[CH:14][CH:15]=[C:10]3[N:9]=2)=[CH:6][CH:5]=[CH:4][N:3]=1.FC(F)(F)C(O)=O.[Cl:57]CCl>>[ClH:57].[NH2:42][C:38]1([C:35]2[CH:34]=[CH:33][C:32]([N:31]3[C:11]4=[N:12][C:13]([C:16]5[CH:17]=[C:18]([NH:22][C:23]([CH:25]6[CH2:30][O:29][CH2:28][CH2:27][O:26]6)=[O:24])[CH:19]=[CH:20][CH:21]=5)=[CH:14][CH:15]=[C:10]4[N:9]=[C:8]3[C:7]3[C:2]([NH2:1])=[N:3][CH:4]=[CH:5][CH:6]=3)=[CH:37][CH:36]=2)[CH2:41][CH2:40][CH2:39]1 |f:3.4|. Procedure: To a solution of tert-butyl (1-{4-[2-(2-aminopyridin-3-yl)-5-{3-[(1,4-dioxan-2-ylcarbonyl)amino]phenyl}-3H-imidazo[4,5-b]pyridin-3-yl]phenyl}cyclobutyl)carbamate (38 mg) in dichloromethane (5 mL) was added trifluoroacetic acid (1 mL) dropwise at room temperature. After being stirred at the same temperature for 1 h, the reaction mixture was concentrated under reduced pressure. Dichloromethane (5 mL) and MP-carbonate (Argonaout technologies 2.91 mmol/g, 400 mg) were added. The mixture was stayed f... The product is Cl.NC1(CCC1)C1=CC=C(C=C1)N1C(=NC=2C1=NC(=CC2)C=2C=C(C=CC2)NC(=O)C2OCCOC2)C=2C(=NC=CC2)N (N-(3-{3-[4-(1-aminocyclobutyl)phenyl]-2-(2-aminopyridin-3-yl)-3H-imidazo[4,5-b]pyridin-5-yl}phenyl)-1,4-dioxane-2-carboxamide hydrochloride). Run at time 1 hour. The reactants are NC1=NC=CC=C1C1=NC=2C(=NC(=CC2)C2=CC(=CC=C2)NC(=O)C2OCCOC2)N1C1=CC=C(C=C1)C1(CCC1)NC(OC(C)(C)C)=O (tert-butyl (1-{4-[2-(2-aminopyridin-3-yl)-5-{3-[(1,4-dioxan-2-ylcarbonyl)amino]phenyl}-3H-imidazo[4,5-b]pyridin-3-yl]phenyl}cyclobutyl)carbamate), FC(C(=O)O)(F)F (trifluoroacetic acid), ClCCl (dichloromethane). Starting materials: ClCC1=CC=C(C=C1)NC(=O)C=1CCCC2=C(C1)C=C(C=C2)C2=CC=C(C=C2)C (N-(4-chloromethylphenyl)-2-(4-methylphenyl)-6,7-dihydro-5H-benzocycloheptene-8-carboxamide), CN(C1CCOCC1)C (N,N-dimethyl-N-tetrahydropyran-4-ylamine). Solvent: CN(C)C=O (DMF), CN(C)C=O (DMF). Conditions: time 23 hour. Yields the product [Cl-].C[N+](C1CCOCC1)(CC1=CC=C(C=C1)NC(=O)C=1CCCC2=C(C1)C=C(C=C2)C2=CC=C(C=C2)C)C (N,N-dimethyl-N-(4-(((2-(4-methylphenyl)-6,7-dihydro-5H-benzocyclohepten-8-yl)carbonyl)amino)benzyl)-N-(4-tetrahydropyranyl)ammonium chloride). Isolated yield 85.7%. RXN SMILES: [Cl:1][CH2:2][C:3]1[CH:8]=[CH:7][C:6]([NH:9][C:10]([C:12]2[CH2:13][CH2:14][CH2:15][C:16]3[CH:22]=[CH:21][C:20]([C:23]4[CH:28]=[CH:27][C:26]([CH3:29])=[CH:25][CH:24]=4)=[CH:19][C:17]=3[CH:18]=2)=[O:11])=[CH:5][CH:4]=1.[CH3:30][N:31]([CH3:38])[CH:32]1[CH2:37][CH2:36][O:35][CH2:34][CH2:33]1>CN(C=O)C>[Cl-:1].[CH3:30][N+:31]([CH3:38])([CH2:2][C:3]1[CH:8]=[CH:7][C:6]([NH:9][C:10]([C:12]2[CH2:13][CH2:14][CH2:15][C:16]3[CH:22]=[CH:21][C:20]([C:23]4[CH:28]=[CH:27][C:26]([CH3:29])=[CH:25][CH:24]=4)=[CH:19][C:17]=3[CH:18]=2)=[O:11])=[CH:5][CH:4]=1)[CH:32]1[CH2:37][CH2:36][O:35][CH2:34][CH2:33]1 |f:3.4|. Procedure details: To a solution of N-(4-chloromethylphenyl)-2-(4-methylphenyl)-6,7-dihydro-5H-benzocycloheptene-8-carboxamide (9.38 g, 23.3 mmol) in DMF (50 ml) was dropwise added a solution of N,N-dimethyl-N-tetrahydropyran-4-ylamine (4.5 g, 35.0 mmol) in DMF (50 ml). Under nitrogen atmosphere, the mixture was stirred for 23 hours. The solvent was evaporated to give powder, which was washed with acetone and dried. The resulting colorless powder was recrystallized from ethanol to give N,N-dimethyl-N-(4-(((2-(4-me... Reactants: C(C1=CC=CC=C1)NCC(C(=O)OCC)C(C)O[Si](C)(C)C(C)(C)C (ethyl 2-(N-benzylaminomethyl)-3-t-butyldimethylsilyloxybutanoate), [H][H] (hydrogen). Reagents/catalysts: [Pd] (palladium on carbon). Solvent: CO (methanol). Run at time 8 hour. Yields the product NCC(C(=O)OCC)C(C)O[Si](C)(C)C(C)(C)C (ethyl 2-aminomethyl-3-t-butyldimethylsilyloxybutanoate). Isolated yield 95.1%. As a reaction SMILES: C([NH:8][CH2:9][CH:10]([CH:16]([O:18][Si:19]([C:22]([CH3:25])([CH3:24])[CH3:23])([CH3:21])[CH3:20])[CH3:17])[C:11]([O:13][CH2:14][CH3:15])=[O:12])C1C=CC=CC=1.[H][H]>CO.[Pd]>[NH2:8][CH2:9][CH:10]([CH:16]([O:18][Si:19]([C:22]([CH3:24])([CH3:23])[CH3:25])([CH3:21])[CH3:20])[CH3:17])[C:11]([O:13][CH2:14][CH3:15])=[O:12]. Reported procedure: To a solution of 70.2 g of ethyl 2-(N-benzylaminomethyl)-3-t-butyldimethylsilyloxybutanoate in methanol (100 ml) was added portionwise 10.0 g of 10% wet palladium on carbon under nitrogen atmosphere. The mixture was shaken vigorously under 3.5 atmospheric pressure of hydrogen. After 8 hours, palladium on carbon was filtered off and washed with chloroform. The filtrate was evaporated to dryness under reduced pressure to give 50.3 g of crude ethyl 2-aminomethyl-3-t-butyldimethylsilyloxybutanoate. Reactants: FC(C1=NNC=C1C(=O)OCC)(F)F (ethyl 3-(trifluoromethyl)-1H-pyrazole-4-carboxylate), [OH-].[Na+] (NaOH), Cl (HCl). Solvent: C(C)O (ethanol). Product: FC(C1=NNC=C1C(=O)O)(F)F (3-(Trifluoromethyl)-1H-pyrazole-4-carboxylic acid). Yield: 92.5%. Reaction SMILES: [F:1][C:2]([F:14])([F:13])[C:3]1[C:7]([C:8]([O:10]CC)=[O:9])=[CH:6][NH:5][N:4]=1.[OH-].[Na+].Cl>C(O)C>[F:14][C:2]([F:1])([F:13])[C:3]1[C:7]([C:8]([OH:10])=[O:9])=[CH:6][NH:5][N:4]=1 |f:1.2|. Procedure: A mixture of ethyl 3-(trifluoromethyl)-1H-pyrazole-4-carboxylate (100 mg, 0.48 mmol, 1 eq.), ethanol (5 mL) and 5N NaOH (5 mL) was heated to reflux for 72 h. The reaction was cooled to RT, acidified to pH 2 with 5 N HCl and the product extracted into ethyl acetate. The organic layers were dried over sodium sulfate, filtered and concentrated to provide 3-(trifluoromethyl) H-pyrazole-4-carboxylic acid (1a) as a white solid (80 mg, 93% yield). 1H NMR (400 MHz, DMSO-d6) δ 13.95 (broad s, 1H), 8.49 (...